Dataset: the Open Reaction Database (ORD), a public repository of structured organic reaction records. Task: describe an organic reaction: reactants, conditions, products, and yield Starting materials: C(C)(C)(C)C=1C=C(N(N1)C1=CC=C(C=C1)[N+](=O)[O-])N (5-tert-butyl-2-(4-nitro-phenyl)-2H-pyrazol-3-ylamine), C(#N)C1=CC=C(C=C1)NN (4-cyanophenylhydrazine). The product is NC1=CC(=NN1C1=CC=C(C#N)C=C1)C(C)(C)C (4-(5-amino-3-tert-butyl-pyrazol-1-yl)-benzonitrile). Yield: 85.0%. As a reaction SMILES: [C:1]([C:5]1[CH:6]=[C:7]([NH2:19])[N:8]([C:10]2[CH:15]=[CH:14][C:13]([N+]([O-])=O)=[CH:12][CH:11]=2)[N:9]=1)([CH3:4])([CH3:3])[CH3:2].[C:20](C1C=CC(NN)=CC=1)#[N:21]>>[NH2:19][C:7]1[N:8]([C:10]2[CH:15]=[CH:14][C:13]([C:20]#[N:21])=[CH:12][CH:11]=2)[N:9]=[C:5]([C:1]([CH3:4])([CH3:3])[CH3:2])[CH:6]=1. Procedure details: The title compound was prepared (85% yield) in the same manner as described for 5-tert-butyl-2-(4-nitro-phenyl)-2H-pyrazol-3-ylamine, replacing 4-nitrophenylhydrazine with 4-cyanophenylhydrazine. MS LC-MS [M+H]+=241, RT=2.39 min. Starting materials: resultant suspension, [N+](=O)([O-])C1(C(O)C=CC=C1)O (2-nitrocatechol), N(=NC(=O)OCC)C(=O)OCC (diethyl azodicarboxylate), CN1C(N(C(C=C1N1CCN(CC1)CCCO)=O)C)=O (1,3-dimethyl-6-[4-(3-hydroxypropyl)piperazin-1-yl]-2,4(1H,3H)-pyrimidinedione), C1(=CC=CC=C1)P(C1=CC=CC=C1)C1=CC=CC=C1 (triphenylphosphine), resultant mixture. The solvent is O1CCCC1 (tetrahydrofuran). The product is CN1C(N(C(C=C1N1CCN(CC1)CCCOC1=C(C=CC(=C1)[N+](=O)[O-])O)=O)C)=O (1,3-dimethyl-6-[4-(3-[2-hydroxy-5-nitrophenyloxy]propyl)piperazin-1-yl]-2,4(1H,3H)-pyrimidinedione). Yield: 43.8%. RXN SMILES: [N+:1]([C:4]1(O)[CH:10]=[CH:9][CH:8]=[CH:7][CH:5]1O)([O-:3])=[O:2].[CH3:12][N:13]1[C:18]([N:19]2[CH2:24][CH2:23][N:22]([CH2:25][CH2:26][CH2:27][OH:28])[CH2:21][CH2:20]2)=[CH:17][C:16](=[O:29])[N:15]([CH3:30])[C:14]1=[O:31].C1(P(C2C=CC=CC=2)C2C=CC=CC=2)C=CC=CC=1.N(C(OCC)=O)=NC(OCC)=[O:54]>O1CCCC1>[CH3:12][N:13]1[C:18]([N:19]2[CH2:24][CH2:23][N:22]([CH2:25][CH2:26][CH2:27][O:28][C:9]3[CH:10]=[C:4]([N+:1]([O-:3])=[O:2])[CH:5]=[CH:7][C:8]=3[OH:54])[CH2:21][CH2:20]2)=[CH:17][C:16](=[O:29])[N:15]([CH3:30])[C:14]1=[O:31]. Reported procedure: In 15 ml of anhydrous tetrahydrofuran were suspended 0.63 g of 2-nitrocatechol, 1.0 g of 1,3-dimethyl-6-[4-(3-hydroxypropyl)piperazin-1-yl]-2,4(1H,3H)-pyrimidinedione (Compound a) and 1.06 g of triphenylphosphine, and 0.71 g of diethyl azodicarboxylate was added to the resultant suspension. Afterward, the resultant mixture was treated in the same manner as in Reference Example 4 to obtain 0.65 g of light yellow crystals. The crystals were recrystallized from ethanol to obtain 0.55 g of crystalli... Starting materials: N1=CC=C(C=C1)CC(=O)C=1C=C(C#N)C=CC1 (3-(pyridin-4-yl-acetyl)-benzonitrile), C([O-])([O-])=O.[K+].[K+] (potassium carbonate), BrCBr (dibromomethane), C(=S)=S (carbon disulfide). The solvent is CS(=O)C (DMSO), O (water). Reaction conditions: time 2 hour. Product: S1C(SC1)=C(C(=O)C=1C=C(C#N)C=CC1)C1=CC=NC=C1 (3-(2-[1,3]dithietan-2-ylidene-2-pyridin-4-yl-acetyl)-benzonitrile). Yield: 58.1%. As a reaction SMILES: [N:1]1[CH:6]=[CH:5][C:4]([CH2:7][C:8]([C:10]2[CH:11]=[C:12]([CH:15]=[CH:16][CH:17]=2)[C:13]#[N:14])=[O:9])=[CH:3][CH:2]=1.C(=O)([O-])[O-].[K+].[K+].[C:24](=[S:26])=[S:25].Br[CH2:28]Br>CS(C)=O.O>[S:25]1[CH2:28][S:26][C:24]1=[C:7]([C:4]1[CH:5]=[CH:6][N:1]=[CH:2][CH:3]=1)[C:8]([C:10]1[CH:11]=[C:12]([CH:15]=[CH:16][CH:17]=1)[C:13]#[N:14])=[O:9] |f:1.2.3|. Procedure details: To a solution of 3-(pyridin-4-yl-acetyl)-benzonitrile (12.5 g, 56 mmol) in dry DMSO (280 mL) under nitrogen atmosphere solid potassium carbonate (23.36 g, 169 mmol, 3 eq) was added at room temperature, followed by carbon disulfide (10.2 mL, 169 mmol, 3 eq) and dibromomethane (11.86 mL, 169 mmol, 3 eq). The reaction mixture was stirred at room temperature for 2 hours and then poured into stirred iced water (1.5 L mL). The orange precipitate was filtered, washed with water and dried at 60° C. unde...